This data is from the Open Reaction Database (ORD), a public repository of structured organic reaction records. The task is: describe an organic reaction: reactants, conditions, products, and yield Reactants: Cl.NCC(=O)C1=CC=CC=C1 (2-aminoacetophenone hydrochloride), C(C(C)C)CC(=O)OCC (ethyl isobutylacetate), C(C)(=O)[O-].[Na+] (sodium acetate). Run in O (H2O). Conditions: temperature 100 celsius, time 18 hour. The product is C(C)OC(=O)C1=C(NC=C1C1=CC=CC=C1)C(C)C (2-isopropyl-4-phenyl-1H-pyrrole-3-carboxylic acid ethyl ester). Isolated yield 93.0%. As a reaction SMILES: Cl.[NH2:2][CH2:3][C:4]([C:6]1[CH:11]=[CH:10][CH:9]=[CH:8][CH:7]=1)=O.[CH2:12]([CH2:16][C:17]([O:19][CH2:20][CH3:21])=[O:18])[CH:13]([CH3:15])[CH3:14].C([O-])(=O)C.[Na+]>O>[CH2:20]([O:19][C:17]([C:16]1[C:4]([C:6]2[CH:11]=[CH:10][CH:9]=[CH:8][CH:7]=2)=[CH:3][NH:2][C:12]=1[CH:13]([CH3:15])[CH3:14])=[O:18])[CH3:21] |f:0.1,3.4|. Procedure: A mixture of 2-aminoacetophenone hydrochloride (1 equiv.), ethyl isobutylacetate (1.2 equiv.) and sodium acetate (2.4 equiv.) in H2O was stirred at 100° C. for 18 hours and then cooled to room temperature. The aqueous layer was decanted off and the oil was dissolved in ethyl acetate. It was then washed with water and brine and then dried to give (93%) of 2-isopropyl-4-phenyl-1H-pyrrole-3-carboxylic acid ethyl ester as a red brown oil. The reactants are CS(C)=O, CCCc1cc(C(OCOC)(C(F)(F)F)C(F)(F)F)ccc1Oc1ccnc(CO)c1, O=C(OO)c1ccccc1I(=O)=O, [Na+], [Na+], O=S([O-])([O-])=S. Yields the product CCCc1cc(C(OCOC)(C(F)(F)F)C(F)(F)F)ccc1Oc1ccnc(C=O)c1. Reaction SMILES: [CH3:52][S:53]([CH3:54])=[O:55].[F:1][C:2]([C:3]([C:4]([F:5])([F:6])[F:7])([O:8][CH2:9][O:10][CH3:11])[c:12]1[cH:13][c:14]([CH2:27][CH2:28][CH3:29])[c:15]([O:16][c:17]2[cH:18][c:19]([CH2:23][OH:24])[n:20][cH:21][cH:22]2)[cH:25][cH:26]1)([F:30])[F:31].[I:32]([c:33]1[c:34]([C:35]([O:36][OH:37])=[O:38])[cH:39][cH:40][cH:41][cH:42]1)(=[O:43])=[O:44].[Na+:50].[Na+:51].[S:45]([O-:46])([O-:47])(=[O:48])=[S:49]>>[F:1][C:2]([C:3]([C:4]([F:5])([F:6])[F:7])([O:8][CH2:9][O:10][CH3:11])[c:12]1[cH:13][c:14]([CH2:27][CH2:28][CH3:29])[c:15]([O:16][c:17]2[cH:18][c:19]([CH:23]=[O:24])[n:20][cH:21][cH:22]2)[cH:25][cH:26]1)([F:30])[F:31]. The reactants are BrN1C(CCC1=O)=O (N-bromosuccinimide), C1=CC=CC2=C1C=1N(CC(N2)=O)C=2C=CC=CC2C1 (indolo[1,2-d][1,4]benzodiazepin-6(7H)-one), O (water), O (water). Run in CN(C=O)C (dimethylformamide), CN(C=O)C (dimethylformamide). Reaction conditions: time 2 hour. Yields the product BrC=1C=2C=CC=CC2N2CC(NC3=C(C21)C=CC=C3)=O (13-Bromoindolo[1,2-d][1,4]benzodiazepin-6(7H)-one). Isolated yield 93.6%. As a reaction SMILES: [Br:1]N1C(=O)CCC1=O.[CH:9]1[C:14]2[C:15]3[N:16]([C:21]4[CH:22]=[CH:23][CH:24]=[CH:25][C:26]=4[CH:27]=3)[CH2:17][C:18](=[O:20])[NH:19][C:13]=2[CH:12]=[CH:11][CH:10]=1.O>CN(C)C=O>[Br:1][C:27]1[C:26]2[CH:25]=[CH:24][CH:23]=[CH:22][C:21]=2[N:16]2[C:15]=1[C:14]1[CH:9]=[CH:10][CH:11]=[CH:12][C:13]=1[NH:19][C:18](=[O:20])[CH2:17]2. Procedure: A solution of 2.36 g N-bromosuccinimide in 50 ml dimethylformamide was added dropwise to a solution of 3.0 g indolo[1,2-d][1,4]benzodiazepin-6(7H)-one in 50 ml dimethylformamide, during which the reaction mixture was cooled with cold water. The resulting solution was stirred at room temperature for two hours and then poured into 800 ml water. The precipitate was collected, washed with water and dried under vacuum (P2O5) to give 3.7 g solid; Reactants: C=C(CCCCCCNC(=O)OCc1ccccc1)C1OC=NC1C(=O)OCC, C1CCOC1, O. Product: C=C(CCCCCCNC(=O)OCc1ccccc1)C(O)C(NC=O)C(=O)OCC. As a reaction SMILES: [CH2:1]([CH3:2])[O:3][C:4](=[O:5])[CH:6]1[N:7]=[CH:8][O:9][CH:10]1[C:11](=[CH2:12])[CH2:13][CH2:14][CH2:15][CH2:16][CH2:17][CH2:18][NH:19][C:20](=[O:21])[O:22][CH2:23][c:24]1[cH:25][cH:26][cH:27][cH:28][cH:29]1.[O:31]1[CH2:32][CH2:33][CH2:34][CH2:35]1.[OH2:30]>>[CH2:1]([CH3:2])[O:3][C:4](=[O:5])[CH:6]([NH:7][CH:8]=[O:30])[CH:10]([OH:9])[C:11](=[CH2:12])[CH2:13][CH2:14][CH2:15][CH2:16][CH2:17][CH2:18][NH:19][C:20](=[O:21])[O:22][CH2:23][c:24]1[cH:25][cH:26][cH:27][cH:28][cH:29]1. Starting materials: O=C([O-])[O-], CC#CCOc1ccc(S(=O)(=O)NC2(C(=O)OC)CCCCC2)cc1, CI, CC(C)=O, [K+], [K+]. Product: CC#CCOc1ccc(S(=O)(=O)N(C)C2(C(=O)OC)CCCCC2)cc1. Reaction SMILES: [C:26](=[O:27])([O-:28])[O-:29].[CH2:1]([C:2]#[C:3][CH3:4])[O:5][c:6]1[cH:7][cH:8][c:9]([S:12](=[O:13])(=[O:14])[NH:15][C:16]2([C:22](=[O:23])[O:24][CH3:25])[CH2:17][CH2:18][CH2:19][CH2:20][CH2:21]2)[cH:10][cH:11]1.[CH3:32][I:33].[CH3:34][C:35](=[O:36])[CH3:37].[K+:30].[K+:31]>>[CH2:1]([C:2]#[C:3][CH3:4])[O:5][c:6]1[cH:7][cH:8][c:9]([S:12](=[O:13])(=[O:14])[N:15]([C:16]2([C:22](=[O:23])[O:24][CH3:25])[CH2:17][CH2:18][CH2:19][CH2:20][CH2:21]2)[CH3:26])[cH:10][cH:11]1. Starting materials: O=C([O-])[O-], CC(C)(C)OC(=O)NCCOS(C)(=O)=O, [K+], [K+], CCOC(=O)C(C)(Cc1ccc(O)cc1)Oc1ccc(C(C)C)cc1. Yields the product CCOC(=O)C(C)(Cc1ccc(OCCNC(=O)OC(C)(C)C)cc1)Oc1ccc(C(C)C)cc1. As a reaction SMILES: [C:41](=[O:42])([O-:43])[O-:44].[CH3:26][S:27]([O:28][CH2:31][CH2:32][NH:33][C:34]([O:35][C:36]([CH3:37])([CH3:38])[CH3:39])=[O:40])(=[O:29])=[O:30].[K+:45].[K+:46].[OH:1][c:2]1[cH:3][cH:4][c:5]([CH2:8][C:9]([C:10](=[O:11])[O:12][CH2:13][CH3:14])([CH3:15])[O:16][c:17]2[cH:18][cH:19][c:20]([CH:23]([CH3:24])[CH3:25])[cH:21][cH:22]2)[cH:6][cH:7]1>>[O:1]([c:2]1[cH:3][cH:4][c:5]([CH2:8][C:9]([C:10](=[O:11])[O:12][CH2:13][CH3:14])([CH3:15])[O:16][c:17]2[cH:18][cH:19][c:20]([CH:23]([CH3:24])[CH3:25])[cH:21][cH:22]2)[cH:6][cH:7]1)[CH2:31][CH2:32][NH:33][C:34]([O:35][C:36]([CH3:37])([CH3:38])[CH3:39])=[O:40].